This data is from the Open Reaction Database (ORD), a public repository of structured organic reaction records. The task is: describe an organic reaction: reactants, conditions, products, and yield Starting materials: ClC1=C(C(=CC=C1C)Cl)NC1=C(C=O)C=CC=C1 (2-[(2,6-dichloro-3-methylphenyl)amino]benzaldehyde), S1C(=S)NC(=O)C1 (rhodanine), NCCC(=O)O (β-alanine). Solvent: C(C)(=O)O (acetic acid). Yields the product ClC1=C(C(=CC=C1C)Cl)NC1=C(C=CC=C1)\C=C/1\C(NC(S1)=S)=O ((Z)-5-[[2-[(2,6-Dichloro-3-methylphenyl)amino]phenyl]methylene]-2-thioxo-4-thiazolidinone). As a reaction SMILES: [Cl:1][C:2]1[C:7]([CH3:8])=[CH:6][CH:5]=[C:4]([Cl:9])[C:3]=1[NH:10][C:11]1[CH:18]=[CH:17][CH:16]=[CH:15][C:12]=1[CH:13]=O.[S:19]1[CH2:25][C:23](=[O:24])[NH:22][C:20]1=[S:21].NCCC(O)=O>C(O)(=O)C>[Cl:1][C:2]1[C:7]([CH3:8])=[CH:6][CH:5]=[C:4]([Cl:9])[C:3]=1[NH:10][C:11]1[CH:18]=[CH:17][CH:16]=[CH:15][C:12]=1/[CH:13]=[C:25]1/[C:23](=[O:24])[NH:22][C:20](=[S:21])[S:19]/1. Procedure details: To a room temperature solution of 2-[(2,6-dichloro-3-methylphenyl)amino]benzaldehyde (209 mg, 0.75 mmols) and rhodanine (104 mg, 0.78 mmols) in 15 mL of acetic acid is added β-alanine (48 mg, 0.54 mmols). The solution is heated at reflux for one hour. During this time a thick precipitate forms. The mixture is filtered hot, washing with an additional 5 mL of [[2- [(2,6-dichloro-3-methylphenyl)amino]phenyl]methylene]-2-thioxo-4-thiazolidinone as a fluffy orange solid; mp 274°-276° C. dec. Starting materials: [Cl-].[NH4+] (ammonium chloride), Cl.CON (O-methylhydroxyamine hydrochloride), N1=CC=CC=C1 (pyridine), CC(C)CCC[C@H](C)[C@H]1CC[C@H]2C=3OC(C4CC(CC[C@]4(C)C3CC[C@]12C)=O)=O ((S)-7-Oxa-8-cholesten-3,6-dione). Product: CON=C1CC2C(OC=3[C@@H]4CC[C@H]([C@H](CCCC(C)C)C)[C@]4(CCC3[C@]2(CC1)C)C)=O ((S)-3-Methoxyimino-7-oxa-8-cholesten-6-one). The yield is 90.8%. The solvent is C(C)O (ethanol). Procedure details: Compound 1 (40 mg, 0.10 mmol) obtained in Example 1 was dissolved in ethanol (5 mL), and O-methylhydroxyamine hydrochloride (25 mg, 0.30 mmol) and pyridine (0.024 mL, 0.03 mmol) were added thereto, followed by stirring at room temperature for 3 hours. A saturated aqueous ammonium chloride solution was added to the reaction mixture, followed by extraction with ethyl acetate twice. The organic layer was dried over anhydrous sodium sulfate, and concentrated under reduced pressure to yield a residue... RXN SMILES: [CH3:1][CH:2]([CH2:4][CH2:5][CH2:6][C@@H:7]([C@@H:9]1[C@:26]2([CH3:27])[C@H:12]([C:13]3[O:14][C:15](=[O:29])[CH:16]4[C@:21]([C:23]=3[CH2:24][CH2:25]2)([CH3:22])[CH2:20][CH2:19][C:18](=O)[CH2:17]4)[CH2:11][CH2:10]1)[CH3:8])[CH3:3].Cl.[CH3:31][O:32][NH2:33].N1C=CC=CC=1.[Cl-].[NH4+]>C(O)C>[CH3:31][O:32][N:33]=[C:18]1[CH2:19][CH2:20][C@@:21]2([CH3:22])[CH:16]([C:15](=[O:29])[O:14][C:13]3[C@H:12]4[C@:26]([CH3:27])([CH2:25][CH2:24][C:23]=32)[C@@H:9]([C@@H:7]([CH3:8])[CH2:6][CH2:5][CH2:4][CH:2]([CH3:3])[CH3:1])[CH2:10][CH2:11]4)[CH2:17]1 |f:1.2,4.5|. Run at time 3 hour. Reactants: O=C(CBr)C1(c2ccc(Cl)cc2)CCC1, CC(C)=O, SC1=NCCCN1. The product is Br, O=C(CSC1=NCCCN1)C1(c2ccc(Cl)cc2)CCC1. RXN SMILES: [Br:1][CH2:2][C:3](=[O:4])[C:5]1([c:9]2[cH:10][cH:11][c:12]([Cl:15])[cH:13][cH:14]2)[CH2:6][CH2:7][CH2:8]1.[CH3:23][C:24](=[O:25])[CH3:26].[N:16]1=[C:17]([SH:22])[NH:18][CH2:19][CH2:20][CH2:21]1>>[BrH:1].[CH2:2]([C:3](=[O:4])[C:5]1([c:9]2[cH:10][cH:11][c:12]([Cl:15])[cH:13][cH:14]2)[CH2:6][CH2:7][CH2:8]1)[S:22][C:17]1=[N:16][CH2:21][CH2:20][CH2:19][NH:18]1. Reactants: C1(=CC=CC=C1)OC(NC=1C(=NC(=C(C1)CC)C)OC)=O (Phenyl-N-(5-ethyl-2-methoxy-6-methylpyridin-3-yl)carbamate), CC1=CC=C(C=C1)N1CCNCC1 (1-(4-methylphenyl)piperazine). Yield: 87.0%. As a reaction SMILES: C1(O[C:8](=[O:21])[NH:9][C:10]2[C:11]([O:19][CH3:20])=[N:12][C:13]([CH3:18])=[C:14]([CH2:16][CH3:17])[CH:15]=2)C=CC=CC=1.[CH3:22][C:23]1[CH:28]=[CH:27][C:26]([N:29]2[CH2:34][CH2:33][NH:32][CH2:31][CH2:30]2)=[CH:25][CH:24]=1>>[CH2:16]([C:14]1[CH:15]=[C:10]([NH:9][C:8]([N:32]2[CH2:33][CH2:34][N:29]([C:26]3[CH:27]=[CH:28][C:23]([CH3:22])=[CH:24][CH:25]=3)[CH2:30][CH2:31]2)=[O:21])[C:11]([O:19][CH3:20])=[N:12][C:13]=1[CH3:18])[CH3:17]. Reported procedure: Phenyl-N-(5-ethyl-2-methoxy-6-methylpyridin-3-yl)carbamate and 1-(4-methylphenyl)piperazine were reacted by the same way with the example 1 to obtain the titled compound. Yields the product C(C)C=1C=C(C(=NC1C)OC)NC(=O)N1CCN(CC1)C1=CC=C(C=C1)C (1-[(5-ethyl-2-methoxy-6-methylpyridin-3-yl)aminocarbonyl]-4-(4-methylphenyl)piperazine). Reactants: C(C)OC(=O)[C@H](CCC1=CC=CC=C1)N[C@H]1CCC(N2N(C1=O)[C@@H](CC2)C(=O)OC(C)(C)C)=O (tert.butyl 8(S)-[1(S)-ethoxycarbonyl-3-phenylpropylamino]-2,3,6,7,8,9-hexahydro-5,9-dioxo-1H,5H-pyrazolo[1,2-a][1,2]diazepine-1(S)-carboxylate), Br (hydrogen bromide). The solvent is C(C)(=O)O (acetic acid), C(C)(=O)O (acetic acid). Product: Br.C(C)OC(=O)[C@H](CCC1=CC=CC=C1)N[C@H]1CCC(N2N(C1=O)[C@@H](CC2)C(=O)O)=O (8(S)-[1(S)-ethoxycarbonyl-3-phenylpropylamino]-2,3,6,7,8,9-hexahydro-5,9-dioxo-1H,5H-pyrazolo[1,2-a][1,2]diazepine-1(S)-carboxylic acid hydrobromide). Isolated yield 65.0%. As a reaction SMILES: [CH2:1]([O:3][C:4]([C@@H:6]([NH:15][C@@H:16]1[C:22](=[O:23])[N:21]2[C@H:24]([C:27]([O:29]C(C)(C)C)=[O:28])[CH2:25][CH2:26][N:20]2[C:19](=[O:34])[CH2:18][CH2:17]1)[CH2:7][CH2:8][C:9]1[CH:14]=[CH:13][CH:12]=[CH:11][CH:10]=1)=[O:5])[CH3:2].[BrH:35]>C(O)(=O)C>[BrH:35].[CH2:1]([O:3][C:4]([C@@H:6]([NH:15][C@@H:16]1[C:22](=[O:23])[N:21]2[C@H:24]([C:27]([OH:29])=[O:28])[CH2:25][CH2:26][N:20]2[C:19](=[O:34])[CH2:18][CH2:17]1)[CH2:7][CH2:8][C:9]1[CH:10]=[CH:11][CH:12]=[CH:13][CH:14]=1)=[O:5])[CH3:2] |f:3.4|. Procedure: A solution of 0.15 g of tert.butyl 8(S)-[1(S)-ethoxycarbonyl-3-phenylpropylamino]-2,3,6,7,8,9-hexahydro-5,9-dioxo-1H,5H-pyrazolo[1,2-a][1,2]diazepine-1(S)-carboxylate in 0.3 ml of acetic acid was treated at room temperature for 0.5 hour with 1.3 ml of 45% hydrogen bromide solution in acetic acid. The mixture was then evaporated and the resulting oily solid was triturated with diethyl ether to give 0.11 g (65%) of 8(S)-[1(S)-ethoxycarbonyl-3-phenylpropylamino]-2,3,6,7,8,9-hexahydro-5,9-dioxo-1H,5...